This data is from the Open Reaction Database (ORD), a public repository of structured organic reaction records. The task is: describe an organic reaction: reactants, conditions, products, and yield The reactants are O=C(Nc1ccccc1O)c1cccnc1Cl, [Na+], CN(C)C=O, [OH-]. Product: O=C1Nc2ccccc2Oc2ncccc21. As a reaction SMILES: [Cl:1][c:2]1[c:3]([C:4](=[O:5])[NH:6][c:7]2[c:8]([OH:13])[cH:9][cH:10][cH:11][cH:12]2)[cH:14][cH:15][cH:16][n:17]1.[Na+:19].[O:20]=[CH:21][N:22]([CH3:23])[CH3:24].[OH-:18]>>[c:2]12[c:3]([cH:14][cH:15][cH:16][n:17]1)[C:4](=[O:5])[NH:6][c:7]1[c:8]([cH:9][cH:10][cH:11][cH:12]1)[O:13]2.